This data is from the Open Reaction Database (ORD), a public repository of structured organic reaction records. The task is: describe an organic reaction: reactants, conditions, products, and yield Starting materials: O=C([O-])O, CCOC(=O)CCCCC(CCc1ccc(C#N)cc1)C(=O)O, C1CCOC1, [Na+]. Yields the product CCOC(=O)CCCCC(CO)CCc1ccc(C#N)cc1. As a reaction SMILES: [C:24](=[O:25])([OH:26])[O-:27].[CH2:1]([CH3:2])[O:3][C:4]([CH2:5][CH2:6][CH2:7][CH2:8][CH:9]([C:10](=[O:11])[OH:12])[CH2:13][CH2:14][c:15]1[cH:16][cH:17][c:18]([C:21]#[N:22])[cH:19][cH:20]1)=[O:23].[CH2:29]1[O:30][CH2:31][CH2:32][CH2:33]1.[Na+:28]>>[CH2:1]([CH3:2])[O:3][C:4]([CH2:5][CH2:6][CH2:7][CH2:8][CH:9]([CH2:10][OH:11])[CH2:13][CH2:14][c:15]1[cH:16][cH:17][c:18]([C:21]#[N:22])[cH:19][cH:20]1)=[O:23]. Starting materials: N1(CCCC1)C(=O)C1NCCC2=C1N=CN2 (4-(pyrrolidin-1-yl)carbonyl-4,5,6,7-tetrahydroimidazo[4,5-c]pyridine), [H-].[Al+3].[Li+].[H-].[H-].[H-] (lithium aluminium hydride). Run in O1CCOCC1 (dioxane). The product is N1(CCCC1)CC1NCCC2=C1N=CN2 (4-(pyrrolidin-1-yl)methyl-4,5,6,7-tetrahydroimidazo[4,5-c]pyridine). As a reaction SMILES: [N:1]1([C:6]([CH:8]2[C:13]3[N:14]=[CH:15][NH:16][C:12]=3[CH2:11][CH2:10][NH:9]2)=O)[CH2:5][CH2:4][CH2:3][CH2:2]1.[H-].[Al+3].[Li+].[H-].[H-].[H-]>O1CCOCC1>[N:1]1([CH2:6][CH:8]2[C:13]3[N:14]=[CH:15][NH:16][C:12]=3[CH2:11][CH2:10][NH:9]2)[CH2:5][CH2:4][CH2:3][CH2:2]1 |f:1.2.3.4.5.6|. Procedure details: 3.63 g (16.48 mmoles) of 4-(pyrrolidin-1-yl)carbonyl-4,5,6,7-tetrahydroimidazo[4,5-c]pyridine were added portionwise, at room temperature, under nitrogen atmosphere, to a slurry of 1.00 g (26.32 mmoles) of lithium aluminium hydride in 180 ml of dry dioxane.